describe an organic reaction: reactants, conditions, products, and yield From a dataset of the Open Reaction Database (ORD), a public repository of structured organic reaction records. The reactants are ClC=1C=C2C(C(NC2=CC1)=O)(NCCOCCO[Si](C)(C)C)C1=C(C=CC=C1)Cl (5-chloro-3-(2-chlorophenyl)-1,3-dihydro-3-[[2-[2-(trimethylsilyloxy)ethoxy]ethyl]amino]indol-2-one), C(C)N(C(NC1=CC=C(C=C1)S(=O)(=O)Cl)=O)CC (4-(N',N'-diethylureido)benzenesulfonyl chloride). The solvent is CCOC(=O)C.CCCCCC (AcOEt hexane). Product: ClC=1C=C2C(C(N(C2=CC1)S(=O)(=O)C1=CC=C(C=C1)NC(=O)N(CC)CC)=O)(NCCOCCO)C1=C(C=CC=C1)Cl (5-Chloro-3-(2-chlorophenyl)-1-[4-(N',N'-diethylureido)benzenesulfonyl]-1,3-dihydro-3-[[2-(2-hydroxyethoxy)ethyl]amino]indol-2-one). Yield: 47.6%. Reaction SMILES: [Cl:1][C:2]1[CH:3]=[C:4]2[C:8](=[CH:9][CH:10]=1)[NH:7][C:6](=[O:11])[C:5]2([C:23]1[CH:28]=[CH:27][CH:26]=[CH:25][C:24]=1[Cl:29])[NH:12][CH2:13][CH2:14][O:15][CH2:16][CH2:17][O:18][Si](C)(C)C.[CH2:30]([N:32]([CH2:46][CH3:47])[C:33](=[O:45])[NH:34][C:35]1[CH:40]=[CH:39][C:38]([S:41](Cl)(=[O:43])=[O:42])=[CH:37][CH:36]=1)[CH3:31]>CCOC(C)=O.CCCCCC>[Cl:1][C:2]1[CH:3]=[C:4]2[C:8](=[CH:9][CH:10]=1)[N:7]([S:41]([C:38]1[CH:37]=[CH:36][C:35]([NH:34][C:33]([N:32]([CH2:46][CH3:47])[CH2:30][CH3:31])=[O:45])=[CH:40][CH:39]=1)(=[O:43])=[O:42])[C:6](=[O:11])[C:5]2([C:23]1[CH:28]=[CH:27][CH:26]=[CH:25][C:24]=1[Cl:29])[NH:12][CH2:13][CH2:14][O:15][CH2:16][CH2:17][OH:18] |f:2.3|. Procedure details: This compound is prepared according to the procedure described in EXAMPLE 114 from 1.5 g of 5-chloro-3-(2-chlorophenyl)-1,3-dihydro-3-[[2-[2-(trimethylsilyloxy)ethoxy]ethyl]amino]indol-2-one and 1.03 g of 4-(N',N'-diethylureido)benzenesulfonyl chloride. Chromatography on silica using a DCM/AcOEt mixture (50/50; v/v) as the eluent gives 1 g of the expected product after crystallization from a DCM/iso ether mixture. M.p.=114°-118° C. Starting materials: ClC1=CC(=C(C=C1OC(C)C)NC(=O)N)F (4-chloro-2-fluoro-5-isopropoxyphenylurea), CCOC(=O)C1CCCC1=O (ethyl cyclopentanone-2-carboxylate), O.C1(=CC=C(C=C1)S(=O)(=O)O)C (toluene-4-sulphonic acid monohydrate). The solvent is C1=CC=CC=C1 (benzene). Product: ClC1=CC(=C(C=C1OC(C)C)NC(NC1=C(CCC1)C(=O)OCC)=O)F (ethyl 2-[3-(4-chloro-2-fluoro-5 -isopropoxyphenyl)-ureido]-1-cyclopentenecarboxylate). As a reaction SMILES: [Cl:1][C:2]1[C:7]([O:8][CH:9]([CH3:11])[CH3:10])=[CH:6][C:5]([NH:12][C:13]([NH2:15])=[O:14])=[C:4]([F:16])[CH:3]=1.[CH3:17][CH2:18][O:19][C:20]([CH:22]1[C:26](=O)[CH2:25][CH2:24][CH2:23]1)=[O:21].O.C1(C)C=CC(S(O)(=O)=O)=CC=1>C1C=CC=CC=1>[Cl:1][C:2]1[C:7]([O:8][CH:9]([CH3:11])[CH3:10])=[CH:6][C:5]([NH:12][C:13](=[O:14])[NH:15][C:23]2[CH2:24][CH2:25][CH2:26][C:22]=2[C:20]([O:19][CH2:18][CH3:17])=[O:21])=[C:4]([F:16])[CH:3]=1 |f:2.3|. Reported procedure: 7.00 g of 4-chloro-2-fluoro-5-isopropoxyphenylurea and 4.44 g of ethyl cyclopentanone-2-carboxylate are heated at reflux temperature for 1.5 hours with 0.3 g of toluene-4-sulphonic acid monohydrate in 150 ml of benzene. The water which forms is removed with a water separator. The reaction mixture is subsequently evaporated to dryness and the residue is purified by chromatography on a silica gel column using methylene chloride as the eluent and recrystallized from diethyl ether/n-hexane. There is...